This data is from the Open Reaction Database (ORD), a public repository of structured organic reaction records. The task is: describe an organic reaction: reactants, conditions, products, and yield Starting materials: [OH-].[Na+] (sodium hydroxide), COC1=CC=C(C=C1)C1=C(OC=2N=CN=C(C21)OC(C(C)O)C)C2=CC=CC=C2 (3-{[5-(4-methoxyphenyl)-6-phenylfuro[2,3-d]pyrimidin-4-yl]oxy}butan-2-ol), C(C=C)(=O)OC(C)(C)C (tert.-butyl acrylate). The reagents and catalysts are S(=O)(=O)(O)[O-].C(CCC)[N+](CCCC)(CCCC)CCCC (tetra-n-butylammonium hydrogensulphate). The solvent is ClCCl (dichloromethane). Reaction conditions: time 1 hour. Product: C(C)(C)(C)OC(CCOC(C(C)OC=1C2=C(N=CN1)OC(=C2C2=CC=C(C=C2)OC)C2=CC=CC=C2)C)=O (3-(2-{[5-(4-Methoxyphenyl)-6-phenylfuro[2,3-d]pyrimidin-4-yl]oxy}-1-methylpropoxy)propionic acid tert.-butyl ester). As a reaction SMILES: [OH-].[Na+].[CH3:3][O:4][C:5]1[CH:10]=[CH:9][C:8]([C:11]2[C:19]3[C:18]([O:20][CH:21]([CH3:25])[CH:22]([OH:24])[CH3:23])=[N:17][CH:16]=[N:15][C:14]=3[O:13][C:12]=2[C:26]2[CH:31]=[CH:30][CH:29]=[CH:28][CH:27]=2)=[CH:7][CH:6]=1.[C:32]([O:36][C:37]([CH3:40])([CH3:39])[CH3:38])(=[O:35])[CH:33]=[CH2:34]>S([O-])(O)(=O)=O.C([N+](CCCC)(CCCC)CCCC)CCC.ClCCl>[C:37]([O:36][C:32](=[O:35])[CH2:33][CH2:34][O:24][CH:22]([CH3:23])[CH:21]([O:20][C:18]1[C:19]2[C:11]([C:8]3[CH:7]=[CH:6][C:5]([O:4][CH3:3])=[CH:10][CH:9]=3)=[C:12]([C:26]3[CH:27]=[CH:28][CH:29]=[CH:30][CH:31]=3)[O:13][C:14]=2[N:15]=[CH:16][N:17]=1)[CH3:25])([CH3:40])([CH3:39])[CH3:38] |f:0.1,4.5|. Procedure details: Add 2.2 ml of 45% sodium hydroxide solution to a mixture of 900 mg (2.31 mmol) 3-{[5-(4-methoxyphenyl)-6-phenylfuro[2,3-d]pyrimidin-4-yl]oxy}butan-2-ol, 1477 mg (11.53 mmol) tert.-butyl acrylate and 157 mg (0.46 mmol) tetra-n-butylammonium hydrogensulphate in 10 ml dichloromethane at 0° C., and stir at this temperature for one hour. After a further 16 hours at room temperature, filter the reaction mixture, and concentrate the filtrate by vacuum evaporation. Purify the raw product by preparative ... The reactants are Cl (HCl), aqueous solution, O.[OH-].[Li+] (Lithium hydroxide monohydrate), CC(C(C(=O)OC)NC(=O)C1=CC(=NO1)C1=CC=C(C=C1)NC(=O)NC1=CC=C(C=C1)C(F)(F)F)C (Methyl 3-methyl-2-(3-(4-(3-(4-(trifluoromethyl)phenyl)ureido)phenyl)isoxazole-5-carboxamido)butanoate). Solvent: C1CCOC1 (THF). Reaction conditions: time 14 hour. Yields the product CC(C(C(=O)O)NC(=O)C1=CC(=NO1)C1=CC=C(C=C1)NC(=O)NC1=CC=C(C=C1)C(F)(F)F)C (3-Methyl-2-(3-(4-(3-(4-(trifluoromethyl)phenyl)ureido)phenyl) isoxazole-5-carboxamido)butanoic acid). Isolated yield 76.1%. Reaction SMILES: [CH3:1][CH:2]([CH3:36])[CH:3]([NH:8][C:9]([C:11]1[O:15][N:14]=[C:13]([C:16]2[CH:21]=[CH:20][C:19]([NH:22][C:23]([NH:25][C:26]3[CH:31]=[CH:30][C:29]([C:32]([F:35])([F:34])[F:33])=[CH:28][CH:27]=3)=[O:24])=[CH:18][CH:17]=2)[CH:12]=1)=[O:10])[C:4]([O:6]C)=[O:5].O.[OH-].[Li+].Cl>C1COCC1>[CH3:1][CH:2]([CH3:36])[CH:3]([NH:8][C:9]([C:11]1[O:15][N:14]=[C:13]([C:16]2[CH:17]=[CH:18][C:19]([NH:22][C:23]([NH:25][C:26]3[CH:27]=[CH:28][C:29]([C:32]([F:34])([F:33])[F:35])=[CH:30][CH:31]=3)=[O:24])=[CH:20][CH:21]=2)[CH:12]=1)=[O:10])[C:4]([OH:6])=[O:5] |f:1.2.3|. Procedure: To Methyl 3-methyl-2-(3-(4-(3-(4-(trifluoromethyl)phenyl)ureido)phenyl)isoxazole-5-carboxamido)butanoate (250 mg) dissolved in THF (5 ml) was added 1 M aqueous solution of Lithium hydroxide monohydrate (1 ml) and stirred at RT for 14 h. The reaction mixture was acidified with dilute HCl and extracted with EtOAc. Organic layer was separated, dried over. Na2SO4 and concentrated under reduced pressure to get off white solid which was crystallized from EtOAc to yield 185 mg (76%) white solid. MS (ES... Run at temperature 85 celsius, time 16 hour. As a reaction SMILES: [NH2:1][C:2]1[CH:3]=[CH:4][C:5]([C:9]2[N:10]=[C:11]([C:22]3([C:25]([O:27][CH3:28])=[O:26])[CH2:24][CH2:23]3)[NH:12][C:13]=2[C:14]2[CH:19]=[CH:18][C:17]([F:20])=[CH:16][C:15]=2[F:21])=[N:6][C:7]=1[OH:8].[CH2:29]([O:31][CH2:32][C@@H:33]([N:35]=[C:36]=S)[CH3:34])[CH3:30].C(N=C=NC(C)C)(C)C>C(O)C>[F:21][C:15]1[CH:16]=[C:17]([F:20])[CH:18]=[CH:19][C:14]=1[C:13]1[NH:12][C:11]([C:22]2([C:25]([O:27][CH3:28])=[O:26])[CH2:24][CH2:23]2)=[N:10][C:9]=1[C:5]1[N:6]=[C:7]2[O:8][C:36]([NH:35][C@@H:33]([CH3:34])[CH2:32][O:31][CH2:29][CH3:30])=[N:1][C:2]2=[CH:3][CH:4]=1. Product: FC1=C(C=CC(=C1)F)C1=C(N=C(N1)C1(CC1)C(=O)OC)C1=CC=C2C(=N1)OC(=N2)N[C@H](COCC)C (Methyl 1-[5-(2,4-difluorophenyl)-4-[2-[[(1S)-2-ethoxy-1-methyl-ethyl]amino]oxazolo[5,4-b]pyridin-5-yl]-1H-imidazol-2-yl]cyclopropanecarboxylate). Procedure: A mixture of methyl 1-[4-(5-amino-6-hydroxy-2-pyridyl)-5-(2,4-difluorophenyl)-1H-imidazol-2-yl]cyclopropanecarboxylate (4 g, 10.35 mmol) and (2S)-1-ethoxy-2-isothiocyanato-propane (2.379 g, 15.53 mmol) are dissolved in ethanol (34 mL). The mixture is heated to 85° C. in a sealed flask for 16 h. Diisopropyl carbodiimide (3.21 g, 20.71 mmol) is added dropwise and the mixture is stirred at 85° C. for 16 h, after which time an additional 3 g of diisopropyl carbodiimide is added and the mixture is he... Starting materials: C(C)(C)N=C=NC(C)C (diisopropyl carbodiimide), NC=1C=CC(=NC1O)C=1N=C(NC1C1=C(C=C(C=C1)F)F)C1(CC1)C(=O)OC (methyl 1-[4-(5-amino-6-hydroxy-2-pyridyl)-5-(2,4-difluorophenyl)-1H-imidazol-2-yl]cyclopropanecarboxylate), C(C)OC[C@H](C)N=C=S ((2S)-1-ethoxy-2-isothiocyanato-propane), C(C)(C)N=C=NC(C)C (Diisopropyl carbodiimide). Solvent: C(C)O (ethanol). Yield: 22.9%. Reactants: O=C([O-])[O-], CN(C)C=O, Cc1nc(N2CCc3ccc(F)cc3CC2)c([N+](=O)[O-])c(=O)[nH]1, CCI, [K+], [K+]. Yields the product CCOc1nc(C)nc(N2CCc3ccc(F)cc3CC2)c1[N+](=O)[O-]. As a reaction SMILES: [C:27](=[O:28])([O-:29])[O-:30].[CH3:33][N:34]([CH3:35])[CH:36]=[O:37].[F:1][c:2]1[cH:3][c:4]2[c:5]([cH:22][cH:23]1)[CH2:6][CH2:7][N:8]([c:11]1[c:12]([N+:19](=[O:20])[O-:21])[c:13](=[O:18])[nH:14][c:15]([CH3:17])[n:16]1)[CH2:9][CH2:10]2.[I:24][CH2:25][CH3:26].[K+:31].[K+:32]>>[F:1][c:2]1[cH:3][c:4]2[c:5]([cH:22][cH:23]1)[CH2:6][CH2:7][N:8]([c:11]1[c:12]([N+:19](=[O:20])[O-:21])[c:13]([O:18][CH2:25][CH3:26])[n:14][c:15]([CH3:17])[n:16]1)[CH2:9][CH2:10]2. The reactants are FC(C(=O)N1[C@H](C(=O)Cl)CCC1)(F)F ((S)-N-(trifluoroacetyl)prolyl chloride), NCC(C)=O (1-amino-propan-2-one). Run in C(Cl)Cl (DCM), N1=CC=CC=C1 (pyridine). Product: O=C(CNC(=O)C1N(CCC1)C(C(F)(F)F)=O)C (1-trifluoroacetyl-pyrrolidine-2-carboxylic acid (2-oxo-propyl)-amide). Reaction SMILES: [F:1][C:2]([F:14])([F:13])[C:3]([N:5]1[CH2:12][CH2:11][CH2:10][C@H:6]1[C:7](Cl)=[O:8])=[O:4].[NH2:15][CH2:16][C:17](=[O:19])[CH3:18]>C(Cl)Cl.N1C=CC=CC=1>[O:19]=[C:17]([CH3:18])[CH2:16][NH:15][C:7]([CH:6]1[CH2:10][CH2:11][CH2:12][N:5]1[C:3](=[O:4])[C:2]([F:14])([F:13])[F:1])=[O:8]. Reported procedure: A solution of (S)-N-(trifluoroacetyl)prolyl chloride (Aldrich) 1 equiv. in DCM is treated with 1-amino-propan-2-one (1.5 equiv.) in pyridine at rt for 5 hours. After usual work up, it provides 1-trifluoroacetyl-pyrrolidine-2-carboxylic acid (2-oxo-propyl)-amide. The reactants are C(C)(C)(C)OC(NC1=C(C=CC=C1)N)=O ((2-amino-phenyl)-carbamic acid tertbutyl ester), ice water, C(C=C)(=O)O (acrylic acid), CN1CCOCC1 (N-methyl-morpholine), ClC(=O)OCC(C)C (isobutyl chloroformate). Run in ClCCl (dichloromethane), ClCCl (dichloromethane). Conditions: time 30 minute. Product: C(C)(C)(C)OC(NC1=C(C=CC=C1)NC(C=C)=O)=O ((2-Acryloylamino-phenyl)-carbamic acid tert-butyl ester). The yield is 34.3%. RXN SMILES: [C:1]([OH:5])(=O)[CH:2]=[CH2:3].CN1CCOCC1.ClC(OCC(C)C)=O.[C:21]([O:25][C:26](=[O:35])[NH:27][C:28]1[CH:33]=[CH:32][CH:31]=[CH:30][C:29]=1[NH2:34])([CH3:24])([CH3:23])[CH3:22]>ClCCl>[C:21]([O:25][C:26](=[O:35])[NH:27][C:28]1[CH:33]=[CH:32][CH:31]=[CH:30][C:29]=1[NH:34][C:1](=[O:5])[CH:2]=[CH2:3])([CH3:24])([CH3:22])[CH3:23]. Procedure: To a solution of acrylic acid (2.50 g, 34.7 mmol) in dichloromethane (80 mL) at 0 degrees Celsius was added N-methyl-morpholine (4.73 g, 46.8 mmol), followed by isobutyl chloroformate (6.37 g, 46.8mmol). After 30 minutes, a solution of (2-amino-phenyl)-carbamic acid tertbutyl ester (5.80 g, 27.8 mmol) in dichloromethane (50 mL) was added dropwise to the refluxing reaction mixture over 30min. After the reaction was completed (2 hours later), the reaction mixture was allowed to cool down to room t... The reactants are CC(C)(C)[Si](C)(C)Cl, CN(C)C=O, COC(=O)CC(C)CCO, O, c1c[nH]cn1. The product is COC(=O)CC(C)CCO[Si](C)(C)C(C)(C)C. RXN SMILES: [C:21]([CH3:22])([CH3:23])([CH3:24])[Si:25]([CH3:26])([CH3:27])[Cl:28].[CH3:16][N:17]([CH3:18])[CH:19]=[O:20].[CH3:1][CH:2]([CH2:3][C:4](=[O:5])[O:6][CH3:7])[CH2:8][CH2:9][OH:10].[OH2:29].[nH:11]1[cH:12][cH:13][n:14][cH:15]1>>[CH3:1][CH:2]([CH2:3][C:4](=[O:5])[O:6][CH3:7])[CH2:8][CH2:9][O:10][Si:25]([C:21]([CH3:22])([CH3:23])[CH3:24])([CH3:26])[CH3:27]. Starting materials: O=C(O)c1cc(Br)ccc1I, COc1ccc(CN)cc1OC, O=C(Cl)C(=O)Cl, ClCCl, CN(C)C=O. The product is COc1ccc(CNC(=O)c2cc(Br)ccc2I)cc1OC. Reaction SMILES: [Br:1][c:2]1[cH:3][cH:4][c:5]([I:11])[c:6]([C:7](=[O:8])[OH:9])[cH:10]1.[CH3:23][O:24][c:25]1[cH:26][c:27]([CH2:28][NH2:29])[cH:30][cH:31][c:32]1[O:33][CH3:34].[Cl:17][C:18]([C:19]([Cl:20])=[O:21])=[O:22].[Cl:35][CH2:36][Cl:37].[O:12]=[CH:13][N:14]([CH3:15])[CH3:16]>>[Br:1][c:2]1[cH:3][cH:4][c:5]([I:11])[c:6]([C:7](=[O:9])[NH:29][CH2:28][c:27]2[cH:26][c:25]([O:24][CH3:23])[c:32]([O:33][CH3:34])[cH:31][cH:30]2)[cH:10]1.